Task: describe an organic reaction: reactants, conditions, products, and yield. Dataset: the Open Reaction Database (ORD), a public repository of structured organic reaction records Starting materials: BrCCCOc1cccc(-c2noc3ccsc23)c1, O=C([O-])[O-], C1CCNCC1, CC#N, [K+], [K+]. The product is c1cc(OCCCN2CCCCC2)cc(-c2noc3ccsc23)c1. Reaction SMILES: [Br:1][CH2:2][CH2:3][CH2:4][O:5][c:6]1[cH:7][c:8](-[c:12]2[n:13][o:14][c:15]3[c:16]2[s:17][cH:18][cH:19]3)[cH:9][cH:10][cH:11]1.[C:20](=[O:21])([O-:22])[O-:23].[CH2:26]1[CH2:27][CH2:28][NH:29][CH2:30][CH2:31]1.[CH3:32][C:33]#[N:34].[K+:24].[K+:25]>>[CH2:2]([CH2:3][CH2:4][O:5][c:6]1[cH:7][c:8](-[c:12]2[n:13][o:14][c:15]3[c:16]2[s:17][cH:18][cH:19]3)[cH:9][cH:10][cH:11]1)[N:29]1[CH2:28][CH2:27][CH2:26][CH2:31][CH2:30]1. Reactants: FC1=C(C=O)C=CC(=C1)F (2,4-difluorobenzaldehyde), C(=O)N (formamide), Cl[Si](C)(C)C (chlorotrimethylsilane), C1(=CC=C(C=C1)S(=O)O)C (p-Toluenesulfinic acid). The solvent is C(C)#N (acetonitrile), C1(=CC=CC=C1)C (toluene), O (water), CCCCCC (hexane), O (water), CC(C)(C)OC (MTBE). Reaction conditions: temperature 50 celsius, time 7 hour. Product: FC1=C(C=CC(=C1)F)C(NC=O)S(=O)(=O)C1=CC=C(C=C1)C (N-[(2,4-Difluoro-phenyl)-(toluene-4-sulfonyl)-methyl]-formamide), powder. Yield: 79.0%. As a reaction SMILES: [F:1][C:2]1[CH:9]=[C:8]([F:10])[CH:7]=[CH:6][C:3]=1[CH:4]=O.[CH:11]([NH2:13])=[O:12].Cl[Si](C)(C)C.[C:19]1([CH3:28])[CH:24]=[CH:23][C:22]([S:25]([OH:27])=[O:26])=[CH:21][CH:20]=1>O.CCCCCC.CC(OC)(C)C.C(#N)C.C1(C)C=CC=CC=1>[F:1][C:2]1[CH:9]=[C:8]([F:10])[CH:7]=[CH:6][C:3]=1[CH:4]([S:25]([C:22]1[CH:23]=[CH:24][C:19]([CH3:28])=[CH:20][CH:21]=1)(=[O:27])=[O:26])[NH:13][CH:11]=[O:12]. Procedure details: To 2,4-difluorobenzaldehyde (1.42 g, 10.0 mmol) is added toluene (5.0 mL), acetonitrile (5.0 mL), formamide (0.993 mL, 25.0 mmol) and chlorotrimethylsilane (1.40 mL, 11.0 mmol) in order. The cloudy mixture is heated to 50° C. and stirred at this temperature for 7 hours. p-Toluenesulfinic acid (2.19 g, 14.0 mmol) is added, and the mixture stirred at 50° C. for 6 hours, then for 3 hours at room temperature. MTBE (18.0 mL) and water (17.0 mL) are added, and the mixture stirred at room temperature f... Starting materials: S(O)(O)(=O)=O (sulfuric acid), ClC1=CC=C(NC2=NN=C(C3=CC=CC=C23)CC2=CC(=NC=C2)C)C=C1 (1-(4-chloroanilino) 4-[(2-methyl-4-pyridyl)methyl] phthalazine), CNC=O (N-methylformamide), OO (Hydrogen peroxide). The reagents and catalysts are O.O.O.O.O.O.O.S(=O)(=O)([O-])[O-].[Fe+2] (iron (II) sulfate heptahydrate). Conditions: temperature 70 celsius, time 5 hour. The product is CNC(=O)C1=NC=CC(=C1)CC1=NN=C(C2=CC=CC=C12)NC1=CC=C(C=C1)Cl (4-[4-(4-Chlorophenylamino)phthalazin-1-ylmethyl]pyridin-2-yl carboxylic acid methylamide). Yield: 17.0%. Reaction SMILES: [Cl:1][C:2]1[CH:26]=[CH:25][C:5]([NH:6][C:7]2[C:16]3[C:11](=[CH:12][CH:13]=[CH:14][CH:15]=3)[C:10]([CH2:17][C:18]3[CH:23]=[CH:22][N:21]=[C:20](C)[CH:19]=3)=[N:9][N:8]=2)=[CH:4][CH:3]=1.S(=O)(=O)(O)O.OO.[CH3:34][NH:35][CH:36]=[O:37]>O.O.O.O.O.O.O.S([O-])([O-])(=O)=O.[Fe+2]>[CH3:34][NH:35][C:36]([C:20]1[CH:19]=[C:18]([CH2:17][C:10]2[C:11]3[C:16](=[CH:15][CH:14]=[CH:13][CH:12]=3)[C:7]([NH:6][C:5]3[CH:25]=[CH:26][C:2]([Cl:1])=[CH:3][CH:4]=3)=[N:8][N:9]=2)[CH:23]=[CH:22][N:21]=1)=[O:37] |f:4.5.6.7.8.9.10.11.12|. Procedure: To a 3-necked flask charged with 1-(4-chloroanilino) 4-[(2-methyl-4-pyridyl)methyl] phthalazine (for preparation see Novartis patent WO98/35958, 11.02.98) (0.828 g, 2.39 mmol) in anhydrous N-methylformamide (4.8 mL) was added concentrated sulfuric acid)0.12 mL. 2.39 mmol) and iron (II) sulfate heptahydrate (0.33 g, 1.19 mmol). Hydrogen peroxide (0.256 mL, 8.35 mmol; 30 wt. % solution in water) was added dropwise to keep the internal temperature below 80° C. The resultant wine color reaction was ... Reactants: Brc1ccc2cc[nH]c2c1, O=C([O-])[O-], CS(C)=O, [Cu]I, CCOc1ccc(I)cc1, [K+], [K+], O, O=C(O)C1CCCN1. Product: CCOc1ccc(-n2ccc3ccc(Br)cc32)cc1. RXN SMILES: [Br:1][c:2]1[cH:3][cH:4][c:5]2[cH:6][cH:7][nH:8][c:9]2[cH:10]1.[C:21](=[O:22])([O-:23])[O-:24].[CH3:35][S:36](=[O:37])[CH3:38].[Cu:39][I:40].[I:11][c:12]1[cH:13][cH:14][c:15]([O:18][CH2:19][CH3:20])[cH:16][cH:17]1.[K+:25].[K+:26].[OH2:41].[OH:27][C:28]([CH:29]1[NH:30][CH2:31][CH2:32][CH2:33]1)=[O:34]>>[Br:1][c:2]1[cH:3][cH:4][c:5]2[cH:6][cH:7][n:8](-[c:12]3[cH:13][cH:14][c:15]([O:18][CH2:19][CH3:20])[cH:16][cH:17]3)[c:9]2[cH:10]1. Starting materials: P(=O)(OCCC#N)(OC(C)(C)C1=NC=C(C=N1)C1=CC2=C(NC(=N2)NC(=O)NCC)C(=C1F)[C@@H]1OCCC1)OCCOCCOC (2-cyanoethyl 2-(5-(2-(3-ethylureido)-6-fluoro-7-((R)-tetrahydrofuran-2-yl)-1H-benzo[d]imidazol-5-yl)pyrimidin-2-yl)propan-2-yl 2-(2-methoxyethoxy)ethyl phosphate), [OH-].[NH4+] (ammonium hydroxide), [OH-].[NH4+] (ammonium hydroxide). Conditions: time 16 hour. The solvent is CO (MeOH). Yield: 63.4%. Reported procedure: To a solution of 2-cyanoethyl 2-(5-(2-(3-ethylureido)-6-fluoro-7-((R)-tetrahydrofuran-2-yl)-1H-benzo[d]imidazol-5-yl)pyrimidin-2-yl)propan-2-yl 2-(2-methoxyethoxy)ethyl phosphate (30) (734 mg, 1.106 mmol) in MeOH (20 mL) at 23° C. was added ammonium hydroxide (430 μL, 11.04 mmol). After stirring for 16 hours, more ammonium hydroxide (1 mL) was added. After a further 4 hours, the reaction mixture was concentrated in vacuo. The residue was dissolved in MeOH (7 mL) and purified via preparative HPLC... As a reaction SMILES: [P:1]([O:39][CH2:40][CH2:41][O:42][CH2:43][CH2:44][O:45][CH3:46])([O:8][C:9]([C:12]1[N:17]=[CH:16][C:15]([C:18]2[C:32]([F:33])=[C:31]([C@H:34]3[CH2:38][CH2:37][CH2:36][O:35]3)[C:21]3[NH:22][C:23]([NH:25][C:26]([NH:28][CH2:29][CH3:30])=[O:27])=[N:24][C:20]=3[CH:19]=2)=[CH:14][N:13]=1)([CH3:11])[CH3:10])([O:3]CCC#[N:7])=[O:2].[OH-].[NH4+]>CO>[P:1]([O-:3])([O:39][CH2:40][CH2:41][O:42][CH2:43][CH2:44][O:45][CH3:46])([O:8][C:9]([C:12]1[N:13]=[CH:14][C:15]([C:18]2[C:32]([F:33])=[C:31]([C@H:34]3[CH2:38][CH2:37][CH2:36][O:35]3)[C:21]3[NH:22][C:23]([NH:25][C:26]([NH:28][CH2:29][CH3:30])=[O:27])=[N:24][C:20]=3[CH:19]=2)=[CH:16][N:17]=1)([CH3:10])[CH3:11])=[O:2].[NH4+:7] |f:1.2,4.5|. Product: P(=O)(OC(C)(C)C1=NC=C(C=N1)C1=CC2=C(NC(=N2)NC(=O)NCC)C(=C1F)[C@@H]1OCCC1)(OCCOCCOC)[O-].[NH4+] (ammonium (R)-2-(5-(2-(3-ethylureido)-6-fluoro-7-(tetrahydrofuran-2-yl)-1H-benzo[d]imidazol-5-yl)pyrimidin-2-yl)propan-2-yl 2-(2-methoxyethoxy)ethyl phosphate). Reactants: FC(C(=O)O)(F)F (Trifluoroacetic acid), BrC1=CC(=C(S1)C(=O)N)NC(=O)OC(C)(C)C (5-Bromo-3-(t-butyloxycarbonyl)aminothiophene-2-carboxamide), C(O)([O-])=O.[Na+] (sodium hydrogen carbonate). Run in ClCCl (dichloromethane). Run at time 1 hour. The product is NC1=C(SC(=C1)Br)C(=O)N (3-Amino-5-bromothiophene-2-carboxamide). Isolated yield 97.7%. Reaction SMILES: [Br:1][C:2]1[S:6][C:5]([C:7]([NH2:9])=[O:8])=[C:4]([NH:10]C(OC(C)(C)C)=O)[CH:3]=1.FC(F)(F)C(O)=O.C(=O)([O-])O.[Na+]>ClCCl>[NH2:10][C:4]1[CH:3]=[C:2]([Br:1])[S:6][C:5]=1[C:7]([NH2:9])=[O:8] |f:2.3|. Procedure: 5-Bromo-3-(t-butyloxycarbonyl)aminothiophene-2-carboxamide (0.76 g) was stirred in dichloromethane (30 ml). Trifluoroacetic acid (51 ml) was added, the solution was stirred at room temperature for 1 h, poured into saturated aqueous sodium hydrogen carbonate solution (200 ml) and extracted with dichloromethane (3×100 ml). The combined extracts were washed with brine (150 ml), dried (magnesium sulphate), filtered and evaporated to give a yellow solid (0.511 g). Starting materials: BrC=1C(=C2C(=NC1)N(C=C2C2=C(C=CC=C2)OC)COCC[Si](C)(C)C)N(CCO)C (2-{[5-Bromo-3-(2-methoxy-phenyl)-1-(2-trimethylsilanyl-ethoxymethyl)-1H-pyrrolo[2,3-b]pyridin-4-yl]-methyl-amino}-ethanol). Solvent: FC(C(=O)O)(F)F (trifluoroacetic acid), ClCCl (dichloromethane). Reaction conditions: temperature 23 celsius, time 1.5 hour. The product is BrC=1C(=C2C(=NC1)NC=C2C2=C(C=CC=C2)OC)N(CCO)C (2-{[5-Bromo-3-(2-methoxy-phenyl)-1H-pyrrolo[2,3-b]pyridin-4-yl]-methyl-amino}-ethanol). The yield is 14.8%. Reaction SMILES: [Br:1][C:2]1[C:3]([N:27]([CH3:31])[CH2:28][CH2:29][OH:30])=[C:4]2[C:10]([C:11]3[CH:16]=[CH:15][CH:14]=[CH:13][C:12]=3[O:17][CH3:18])=[CH:9][N:8](COCC[Si](C)(C)C)[C:5]2=[N:6][CH:7]=1>FC(F)(F)C(O)=O.ClCCl>[Br:1][C:2]1[C:3]([N:27]([CH3:31])[CH2:28][CH2:29][OH:30])=[C:4]2[C:10]([C:11]3[CH:16]=[CH:15][CH:14]=[CH:13][C:12]=3[O:17][CH3:18])=[CH:9][NH:8][C:5]2=[N:6][CH:7]=1. Procedure details: 2-{[5-Bromo-3-(2-methoxy-phenyl)-1-(2-trimethylsilanyl-ethoxymethyl)-1H-pyrrolo[2,3-b]pyridin-4-yl]-methyl-amino}-ethanol (10 mg, 0.0197 mmol) was dissolved in a solution of trifluoroacetic acid (1 mL) and dichloromethane (1 mL) and stirred at 23° C. for 1.5 hours. The solvent was evaporated and the resulting oil was dissolved in 1 mL DMSO and 100 μL ethylenediamine and purified by mass triggered reverse phase HPLC to afford 2-{[5-Bromo-3-(2-methoxy-phenyl)-1H-pyrrolo[2,3-b]pyridin-4-yl]-methyl-... Starting materials: O=[N+]([O-])c1cc(Br)ccc1CO, CCO, [Cl-], [Fe], [NH4+], O. Yields the product Nc1cc(Br)ccc1CO. RXN SMILES: [Br:1][c:2]1[cH:3][c:4]([N+:10]([O-:11])=[O:12])[c:5]([CH2:8][OH:9])[cH:6][cH:7]1.[CH3:15][CH2:16][OH:17].[Cl-:13].[Fe:18].[NH4+:14].[OH2:19]>>[Br:1][c:2]1[cH:3][c:4]([NH2:10])[c:5]([CH2:8][OH:9])[cH:6][cH:7]1. Reactants: BrBr (bromine), ice water, CC1C(C2=CC=3CCCC3C=C2C1)=O (2-methyl-3,5,6,7-tetrahydro-s-indacen-1(2H)-one), [Cl-].[Cl-].[Cl-].[Al+3] (aluminum trichloride). Run in C(Cl)(Cl)Cl (chloroform), C(Cl)(Cl)Cl (chloroform). Run at temperature 0 celsius, time 8 hour. Product: BrC1=C2CC(C(C2=CC=2CCCC12)=O)C (4-bromo-2-methyl-3,5,6,7-tetrahydro-s-indacen-1(2H)-one). Isolated yield 120.2%. Reaction SMILES: [CH3:1][CH:2]1[CH2:13][C:12]2[C:4](=[CH:5][C:6]3[CH2:7][CH2:8][CH2:9][C:10]=3[CH:11]=2)[C:3]1=[O:14].[Cl-].[Cl-].[Cl-].[Al+3].[Br:19]Br>C(Cl)(Cl)Cl>[Br:19][C:11]1[C:10]2[CH2:9][CH2:8][CH2:7][C:6]=2[CH:5]=[C:4]2[C:12]=1[CH2:13][CH:2]([CH3:1])[C:3]2=[O:14] |f:1.2.3.4|. Procedure: 31 g (162 mmol) of 2-methyl-3,5,6,7-tetrahydro-s-indacen-1(2H)-one (1a) were added to a suspension of 50 g (0.37 mol) of anhydrous aluminum trichloride in 200 ml of chloroform while stirring vigorously at 0° C. After stirring for one hour, a solution of 8 ml (160 mmol) of bromine in 20 ml of chloroform was added dropwise to the mixture at 0° C. and the mixture was subsequently stirred overnight. The reaction mixture was poured into 500 g of an ice/water mixture. The organic phase was separated o...